This data is from the Open Reaction Database (ORD), a public repository of structured organic reaction records. The task is: describe an organic reaction: reactants, conditions, products, and yield Starting materials: ClC1=C(C(=C(C=C1OC)OC)Cl)C1=CC2=C(C=N1)C(=NN2)C=2C=NN(C2)CC(=O)O ({4-[6-(2,6-dichloro-3,5-dimethoxyphenyl)-1H-pyrazolo[4,3-c]pyridin-3-yl]-1H-pyrazol-1-yl}acetic acid), Cl.N1CC(C1)O (azetidin-3-ol hydrochloride). Product: ClC1=C(C(=C(C=C1OC)OC)Cl)C1=CC2=C(C=N1)C(=NN2)C=2C=NN(C2)CC(=O)N2CC(C2)O (1-({4-[6-(2,6-Dichloro-3,5-dimethoxyphenyl)-1H-pyrazolo[4,3-c]pyridin-3-yl]-1H-pyrazol-1-yl}acetyl)azetidin-3-ol). Reaction SMILES: [Cl:1][C:2]1[C:7]([O:8][CH3:9])=[CH:6][C:5]([O:10][CH3:11])=[C:4]([Cl:12])[C:3]=1[C:13]1[N:18]=[CH:17][C:16]2[C:19]([C:22]3[CH:23]=[N:24][N:25]([CH2:27][C:28]([OH:30])=O)[CH:26]=3)=[N:20][NH:21][C:15]=2[CH:14]=1.Cl.[NH:32]1[CH2:35][CH:34]([OH:36])[CH2:33]1>>[Cl:1][C:2]1[C:7]([O:8][CH3:9])=[CH:6][C:5]([O:10][CH3:11])=[C:4]([Cl:12])[C:3]=1[C:13]1[N:18]=[CH:17][C:16]2[C:19]([C:22]3[CH:23]=[N:24][N:25]([CH2:27][C:28]([N:32]4[CH2:35][CH:34]([OH:36])[CH2:33]4)=[O:30])[CH:26]=3)=[N:20][NH:21][C:15]=2[CH:14]=1 |f:1.2|. Procedure details: This compound was prepared by using procedures analogous to those described for the synthesis of Example 36, Step 2, starting from {4-[6-(2,6-dichloro-3,5-dimethoxyphenyl)-1H-pyrazolo[4,3-c]pyridin-3-yl]-1H-pyrazol-1-yl}acetic acid and azetidin-3-ol hydrochloride (Aldrich, Cat. No. 680079). LCMS (M+H)+=503.1/505.3.